Dataset: the Open Reaction Database (ORD), a public repository of structured organic reaction records. Task: describe an organic reaction: reactants, conditions, products, and yield The reactants are CC1(C)CC(Nc2nccc(-c3ccc(Br)cc3)n2)CC(C)(C)N1, C1CCOC1, C1CCOC1, [Li]CCCC, CN1CCC(=O)CC1, CCC(C)C. Yields the product CN1CCC(O)(c2ccc(-c3ccnc(NC4CC(C)(C)NC(C)(C)C4)n3)cc2)CC1. Reaction SMILES: [Br:1][c:2]1[cH:3][cH:4][c:5](-[c:8]2[n:9][c:10]([NH:14][CH:15]3[CH2:16][C:17]([CH3:23])([CH3:24])[NH:18][C:19]([CH3:21])([CH3:22])[CH2:20]3)[n:11][cH:12][cH:13]2)[cH:6][cH:7]1.[CH2:38]1[O:39][CH2:40][CH2:41][CH2:42]1.[CH2:48]1[O:49][CH2:50][CH2:51][CH2:52]1.[CH3:25][CH2:26][CH2:27][CH2:28][Li:29].[CH3:30][N:31]1[CH2:32][CH2:33][C:34](=[O:37])[CH2:35][CH2:36]1.[CH3:43][CH2:44][CH:45]([CH3:46])[CH3:47]>>[c:2]1([C:34]2([OH:37])[CH2:33][CH2:32][N:31]([CH3:30])[CH2:36][CH2:35]2)[cH:3][cH:4][c:5](-[c:8]2[n:9][c:10]([NH:14][CH:15]3[CH2:16][C:17]([CH3:23])([CH3:24])[NH:18][C:19]([CH3:21])([CH3:22])[CH2:20]3)[n:11][cH:12][cH:13]2)[cH:6][cH:7]1. Reactants: CCCCOCCOc1ccc(-c2ccc3c(c2)C=C(C(=O)Nc2ccc(SCCn4ccnc4)cc2)CCN3CC(C)C)cc1, ClCCl, O=C(OO)c1cccc(Cl)c1, [Na+], [Na+], O=S([O-])([O-])=S. Yields the product CCCCOCCOc1ccc(-c2ccc3c(c2)C=C(C(=O)Nc2ccc(S(=O)CCn4ccnc4)cc2)CCN3CC(C)C)cc1. As a reaction SMILES: [CH2:1]([CH2:2][CH2:3][CH3:4])[O:5][CH2:6][CH2:7][O:8][c:9]1[cH:10][cH:11][c:12](-[c:15]2[cH:16][cH:17][c:18]3[c:19]([cH:46]2)[CH:20]=[C:21]([C:29](=[O:30])[NH:31][c:32]2[cH:33][cH:34][c:35]([S:38][CH2:39][CH2:40][n:41]4[cH:42][n:43][cH:44][cH:45]4)[cH:36][cH:37]2)[CH2:22][CH2:23][N:24]3[CH2:25][CH:26]([CH3:27])[CH3:28])[cH:13][cH:14]1.[CH2:65]([Cl:66])[Cl:67].[Cl:47][c:48]1[cH:49][cH:50][cH:51][c:52]([C:53]([O:54][OH:56])=[O:55])[cH:57]1.[Na+:63].[Na+:64].[S:58]([O-:59])([O-:60])(=[O:61])=[S:62]>>[CH2:1]([CH2:2][CH2:3][CH3:4])[O:5][CH2:6][CH2:7][O:8][c:9]1[cH:10][cH:11][c:12](-[c:15]2[cH:16][cH:17][c:18]3[c:19]([cH:46]2)[CH:20]=[C:21]([C:29](=[O:30])[NH:31][c:32]2[cH:33][cH:34][c:35]([S:38]([CH2:39][CH2:40][n:41]4[cH:42][n:43][cH:44][cH:45]4)=[O:55])[cH:36][cH:37]2)[CH2:22][CH2:23][N:24]3[CH2:25][CH:26]([CH3:27])[CH3:28])[cH:13][cH:14]1. The reactants are C(C)(C)(C)OC(C(=O)OC)C1=C(C2=C(C(N1C)=O)NC=C2)C2=CC=C(C=C2)C (methyl 2-(tert-butoxy)-2-(6-methyl-7-oxo-4-(p-tolyl)-6,7-dihydro-1H-pyrrolo[2,3-c]pyridin-5-yl)acetate), C1OC=2C=C(CCl)C=CC2O1 (3,4-methylenedioxybenzyl chloride). The product is O1COC2=C1C=CC(=C2)CN2C=CC1=C2C(N(C(=C1C1=CC=C(C=C1)C)C(C(=O)O)OC(C)(C)C)C)=O (2-(1-(benzo[d][1,3]dioxol-5-ylmethyl)-6-methyl-7-oxo-4-(p-tolyl)-6,7-dihydro-1H-pyrrolo[2,3-c]pyridin-5-yl)-2-(tert-butoxy)acetic acid). As a reaction SMILES: [C:1]([O:5][CH:6]([C:11]1[N:16]([CH3:17])[C:15](=[O:18])[C:14]2[NH:19][CH:20]=[CH:21][C:13]=2[C:12]=1[C:22]1[CH:27]=[CH:26][C:25]([CH3:28])=[CH:24][CH:23]=1)[C:7]([O:9]C)=[O:8])([CH3:4])([CH3:3])[CH3:2].[CH2:29]1[O:39][C:38]2[CH:37]=[CH:36][C:33]([CH2:34]Cl)=[CH:32][C:31]=2[O:30]1>>[O:39]1[C:38]2[CH:37]=[CH:36][C:33]([CH2:34][N:19]3[C:14]4[C:15](=[O:18])[N:16]([CH3:17])[C:11]([CH:6]([O:5][C:1]([CH3:2])([CH3:4])[CH3:3])[C:7]([OH:9])=[O:8])=[C:12]([C:22]5[CH:27]=[CH:26][C:25]([CH3:28])=[CH:24][CH:23]=5)[C:13]=4[CH:21]=[CH:20]3)=[CH:32][C:31]=2[O:30][CH2:29]1. Procedure details: The title compound was prepared in a manner similar to that described in Example 27 step D from methyl 2-(tert-butoxy)-2-(6-methyl-7-oxo-4-(p-tolyl)-6,7-dihydro-1H-pyrrolo[2,3-c]pyridin-5-yl)acetate and 3,4-methylenedioxybenzyl chloride (50% in dcm), and was isolated as beige solid after reverse phase chromatography (41%): 1H NMR (400 MHz, CHLOROFORM-d) ppm 0.99 (s, 9H), 2.42 (s, 3H), 3.67 (s, 3H), 5.46 (s, 1H), 5.63-5.81 (m, 2H), 5.92 (s, 2H), 6.01 (d, J=2.9 Hz, 1H), 6.70-6.84 (m, 3H), 7.00 (d,... The reactants are ClC=1C(=C(NC(C1)=O)C)C(=O)OCC (Ethyl 4-chloro-2-methyl-6-oxo-1,6-dihydro-3-pyridinecarboxylate), CC=1C=C(C=C(C1)C)S (3,5-dimethylthiophenol). Solvent: C(C)O (ethanol), C(C)N(CC)CC (triethylamine). Product: CC=1C=C(C=C(C1)C)SC=1C(=C(NC(C1)=O)C)C(=O)OCC (Ethyl 4-[(3,5-dimethylphenyl)-thio]-1,6-dihydro-2-methyl-6-oxo-3-pyridinecarboxylate), solid. As a reaction SMILES: Cl[C:2]1[C:3]([C:10]([O:12][CH2:13][CH3:14])=[O:11])=[C:4]([CH3:9])[NH:5][C:6](=[O:8])[CH:7]=1.[CH3:15][C:16]1[CH:17]=[C:18]([SH:23])[CH:19]=[C:20]([CH3:22])[CH:21]=1>C(O)C.C(N(CC)CC)C>[CH3:15][C:16]1[CH:17]=[C:18]([S:23][C:2]2[C:3]([C:10]([O:12][CH2:13][CH3:14])=[O:11])=[C:4]([CH3:9])[NH:5][C:6](=[O:8])[CH:7]=2)[CH:19]=[C:20]([CH3:22])[CH:21]=1. Reported procedure: A mixture of the intermediate 13 (1.2 g; 5.6 mmol) in ethanol (15 ml), triethylamine (1.5 ml) and 3,5-dimethylthiophenol (1.45 ml; 11 mmol) was heated under reflux for 16 hours. After evaporation under reduced pressure, diethylether (50 ml) was added and the precipitate was filtered off. The intermediate 14 was obtained (1.42 g; 80%) as a colorless solid m.p.=233–235° C. The reactants are NC(=O)c1cc(Br)cc2c(C3CCS(=O)(=O)C3)c[nH]c12, O=C([O-])[O-], CC1(C)OB(c2csc(CN3CCCCCC3)c2)OC1(C)C, [K+], [K+], C1COCCO1, O. Product: NC(=O)c1cc(-c2csc(CN3CCCCCC3)c2)cc2c(C3CCS(=O)(=O)C3)c[nH]c12. As a reaction SMILES: [Br:1][c:2]1[cH:3][c:4]2[c:5]([CH:14]3[CH2:15][S:16](=[O:19])(=[O:20])[CH2:17][CH2:18]3)[cH:6][nH:7][c:8]2[c:9]([C:11](=[O:12])[NH2:13])[cH:10]1.[C:43](=[O:44])([O-:45])[O-:46].[CH3:21][C:22]1([CH3:23])[C:24]([CH3:25])([CH3:26])[O:27][B:28]([c:29]2[cH:30][c:31]([CH2:34][N:35]3[CH2:36][CH2:37][CH2:38][CH2:39][CH2:40][CH2:41]3)[s:32][cH:33]2)[O:42]1.[K+:47].[K+:48].[O:50]1[CH2:51][CH2:52][O:53][CH2:54][CH2:55]1.[OH2:49]>>[c:2]1(-[c:29]2[cH:30][c:31]([CH2:34][N:35]3[CH2:36][CH2:37][CH2:38][CH2:39][CH2:40][CH2:41]3)[s:32][cH:33]2)[cH:3][c:4]2[c:5]([CH:14]3[CH2:15][S:16](=[O:19])(=[O:20])[CH2:17][CH2:18]3)[cH:6][nH:7][c:8]2[c:9]([C:11](=[O:12])[NH2:13])[cH:10]1. Reactants: COc1ccccc1C1C(C(=O)C(C)(OC)OC)=C(O)C(=O)N1c1ccc(-c2ccon2)cc1, CC(=O)O, O. Yields the product COc1ccccc1C1C(C(=O)C(C)=O)=C(O)C(=O)N1c1ccc(-c2ccon2)cc1. As a reaction SMILES: [CH3:1][O:2][C:3]([C:4](=[O:5])[C:6]1=[C:7]([OH:31])[C:8](=[O:30])[N:9]([c:19]2[cH:20][cH:21][c:22](-[c:25]3[n:26][o:27][cH:28][cH:29]3)[cH:23][cH:24]2)[CH:10]1[c:11]1[c:12]([O:17][CH3:18])[cH:13][cH:14][cH:15][cH:16]1)([CH3:32])[O:33][CH3:34].[CH3:35][C:36](=[O:37])[OH:38].[OH2:39]>>[O:2]=[C:3]([C:4](=[O:5])[C:6]1=[C:7]([OH:31])[C:8](=[O:30])[N:9]([c:19]2[cH:20][cH:21][c:22](-[c:25]3[n:26][o:27][cH:28][cH:29]3)[cH:23][cH:24]2)[CH:10]1[c:11]1[c:12]([O:17][CH3:18])[cH:13][cH:14][cH:15][cH:16]1)[CH3:32].